From a dataset of the Open Reaction Database (ORD), a public repository of structured organic reaction records. describe an organic reaction: reactants, conditions, products, and yield Reactants: CC(C)=O, O=Cc1c(Cl)cccc1Cl, [Na+], [OH-], O. The product is CC(=O)C=Cc1c(Cl)cccc1Cl. RXN SMILES: [CH3:11][C:12]([CH3:13])=[O:14].[Cl:1][c:2]1[c:3]([CH:4]=[O:5])[c:6]([Cl:10])[cH:7][cH:8][cH:9]1.[Na+:16].[OH-:15].[OH2:17]>>[Cl:1][c:2]1[c:3]([CH:4]=[CH:11][C:12]([CH3:13])=[O:14])[c:6]([Cl:10])[cH:7][cH:8][cH:9]1. Starting materials: BrCc1ccc(-c2csnn2)cc1, CO, [Na+], O=C([O-])O, CC(=O)Nc1ccc(C(=O)NCc2ccccn2)cc1N. The product is CC(=O)Nc1ccc(C(=O)NCc2ccccn2)cc1NCc1ccc(-c2csnn2)cc1. As a reaction SMILES: [Br:22][CH2:23][c:24]1[cH:25][cH:26][c:27](-[c:30]2[n:31][n:32][s:33][cH:34]2)[cH:28][cH:29]1.[CH3:40][OH:41].[Na+:35].[OH:36][C:37](=[O:38])[O-:39].[n:1]1[c:2]([CH2:7][NH:8][C:9]([c:10]2[cH:11][c:12]([NH2:20])[c:13]([NH:16][C:17]([CH3:18])=[O:19])[cH:14][cH:15]2)=[O:21])[cH:3][cH:4][cH:5][cH:6]1>>[n:1]1[c:2]([CH2:7][NH:8][C:9]([c:10]2[cH:11][c:12]([NH:20][CH2:23][c:24]3[cH:25][cH:26][c:27](-[c:30]4[n:31][n:32][s:33][cH:34]4)[cH:28][cH:29]3)[c:13]([NH:16][C:17]([CH3:18])=[O:19])[cH:14][cH:15]2)=[O:21])[cH:3][cH:4][cH:5][cH:6]1. RXN SMILES: [CH3:1][CH:2]1[CH2:3][N:4]([c:9]2[n:10][cH:11][c:12]([C:15]([F:16])([F:17])[F:18])[cH:13][cH:14]2)[CH2:5][CH2:6][CH:7]1[OH:8].[Cl:21][c:22]1[c:23]([CH:32]=[O:33])[c:24]([C:28]([F:29])([F:30])[F:31])[n:25][n:26]1[CH3:27].[H-:19].[Na+:20].[O:35]=[CH:36][N:37]([CH3:38])[CH3:39].[OH2:34]>>[CH3:1][CH:2]1[CH2:3][N:4]([c:9]2[n:10][cH:11][c:12]([C:15]([F:16])([F:17])[F:18])[cH:13][cH:14]2)[CH2:5][CH2:6][CH:7]1[O:8][c:22]1[c:23]([CH:32]=[O:33])[c:24]([C:28]([F:29])([F:30])[F:31])[n:25][n:26]1[CH3:27]. The product is CC1CN(c2ccc(C(F)(F)F)cn2)CCC1Oc1c(C=O)c(C(F)(F)F)nn1C. Reactants: CC1CN(c2ccc(C(F)(F)F)cn2)CCC1O, Cn1nc(C(F)(F)F)c(C=O)c1Cl, [H-], [Na+], CN(C)C=O, O. Reactants: C(C1=CC=CC=C1)N1N=C(C(=C1)C(=O)OCC)OCC1=CC=C(C=C1)OCC=1N=C(OC1C)C1=CC=CC=C1 (ethyl 1-benzyl-3-({4-[(5-methyl-2-phenyl-1,3-oxazol-4-yl)methoxy]benzyl}oxy)-1H-pyrazole-4-carboxylate), [H-].[Al+3].[Li+].[H-].[H-].[H-] (lithium aluminum hydride), O.O.O.O.O.O.O.O.O.O.S(=O)(=O)([O-])[O-].[Na+].[Na+] (sodium sulfate decahydrate). The solvent is C(C)(=O)OCC (ethyl acetate), O1CCCC1 (tetrahydrofuran). Reaction conditions: time 1 hour. Product: C(C1=CC=CC=C1)N1N=C(C(=C1)CO)OCC1=CC=C(C=C1)OCC=1N=C(OC1C)C1=CC=CC=C1 ({1-benzyl-3-({4-[(5-methyl-2-phenyl-1,3-oxazol-4-yl)methoxy]benzyl}oxy)-1H-pyrazol-4-yl}methanol). The yield is 81.9%. RXN SMILES: [CH2:1]([N:8]1[CH:12]=[C:11]([C:13](OCC)=[O:14])[C:10]([O:18][CH2:19][C:20]2[CH:25]=[CH:24][C:23]([O:26][CH2:27][C:28]3[N:29]=[C:30]([C:34]4[CH:39]=[CH:38][CH:37]=[CH:36][CH:35]=4)[O:31][C:32]=3[CH3:33])=[CH:22][CH:21]=2)=[N:9]1)[C:2]1[CH:7]=[CH:6][CH:5]=[CH:4][CH:3]=1.[H-].[Al+3].[Li+].[H-].[H-].[H-].O.O.O.O.O.O.O.O.O.O.S([O-])([O-])(=O)=O.[Na+].[Na+]>O1CCCC1.C(OCC)(=O)C>[CH2:1]([N:8]1[CH:12]=[C:11]([CH2:13][OH:14])[C:10]([O:18][CH2:19][C:20]2[CH:25]=[CH:24][C:23]([O:26][CH2:27][C:28]3[N:29]=[C:30]([C:34]4[CH:35]=[CH:36][CH:37]=[CH:38][CH:39]=4)[O:31][C:32]=3[CH3:33])=[CH:22][CH:21]=2)=[N:9]1)[C:2]1[CH:7]=[CH:6][CH:5]=[CH:4][CH:3]=1 |f:1.2.3.4.5.6,7.8.9.10.11.12.13.14.15.16.17.18.19|. Procedure: To a solution of ethyl 1-benzyl-3-({4-[(5-methyl-2-phenyl-1,3-oxazol-4-yl)methoxy]benzyl}oxy)-1H-pyrazole-4-carboxylate (1.50 g) in tetrahydrofuran (50 mL) was added lithium aluminum hydride (0.22 g) at 0° C. and the mixture was stirred at room temperature for 1 hr. To the reaction mixture was added sodium sulfate decahydrate (1.86 g) and the mixture was stirred at room temperature for 30 min. The reaction mixture was diluted with ethyl acetate and the precipitate was filtered off, and the filtr... Starting materials: O=C([O-])[O-], COCCOCCOCCCS(=O)(=O)[O-], CC(C)=O, [K+], [K+], C#CCOc1ccc2c(c1)c(-c1ccc(C(C)C)cc1)nc(=O)n2Cc1ccccc1O. Product: C#CCOc1ccc2c(c1)c(-c1ccc(C(C)C)cc1)nc(=O)n2Cc1ccccc1OCCOCCOCCOC. As a reaction SMILES: [C:33](=[O:34])([O-:35])[O-:36].[CH3:39][O:40][CH2:41][CH2:42][O:43][CH2:44][CH2:45][O:46][CH2:47][CH2:48][CH2:49][S:50]([O-:51])(=[O:52])=[O:53].[CH3:54][C:55](=[O:56])[CH3:57].[K+:37].[K+:38].[OH:1][c:2]1[c:3]([CH2:4][n:5]2[c:6](=[O:28])[n:7][c:8](-[c:19]3[cH:20][cH:21][c:22]([CH:25]([CH3:26])[CH3:27])[cH:23][cH:24]3)[c:9]3[cH:10][c:11]([O:15][CH2:16][C:17]#[CH:18])[cH:12][cH:13][c:14]23)[cH:29][cH:30][cH:31][cH:32]1>>[O:1]([c:2]1[c:3]([CH2:4][n:5]2[c:6](=[O:28])[n:7][c:8](-[c:19]3[cH:20][cH:21][c:22]([CH:25]([CH3:26])[CH3:27])[cH:23][cH:24]3)[c:9]3[cH:10][c:11]([O:15][CH2:16][C:17]#[CH:18])[cH:12][cH:13][c:14]23)[cH:29][cH:30][cH:31][cH:32]1)[CH2:48][CH2:47][O:46][CH2:45][CH2:44][O:43][CH2:42][CH2:41][O:40][CH3:39]. Starting materials: ClC=1C=C(C2=C(NC(C(O2)C)=O)C1)C(=O)O (6-chloro-3,4-dihydro-2-methyl-3-oxo-2H-1,4-benzoxazine-8-carboxylic acid), C(OCC)(=O)Cl (ethyl chlorocarbonate), resultant mixture, NC1CN2CCC1CC2 (3-aminoquinuclidine), C(O)([O-])=O.[Na+] (sodium hydrogen carbonate). The solvent is C(C)N(CC)CC (triethylamine), O1CCCC1 (tetrahydrofuran), C(C)(=O)OCC (ethyl acetate). Product: Cl.ClC=1C=C(C2=C(NC(C(O2)C)=O)C1)C(=O)NC1CN2CCC1CC2 (6-chloro-3,4-dihydro-2-methyl-3-oxo-N-(3-quinuclidinyl)-2H-1,4-benzoxazine-8-carboxamide hydrochloride). RXN SMILES: [Cl:1][C:2]1[CH:3]=[C:4]([C:14]([OH:16])=O)[C:5]2[O:10][CH:9]([CH3:11])[C:8](=[O:12])[NH:7][C:6]=2[CH:13]=1.C(Cl)(=O)OCC.[NH2:23][CH:24]1[CH:29]2[CH2:30][CH2:31][N:26]([CH2:27][CH2:28]2)[CH2:25]1.C(=O)([O-])O.[Na+]>O1CCCC1.C(OCC)(=O)C.C(N(CC)CC)C>[ClH:1].[Cl:1][C:2]1[CH:3]=[C:4]([C:14]([NH:23][CH:24]2[CH:29]3[CH2:30][CH2:31][N:26]([CH2:27][CH2:28]3)[CH2:25]2)=[O:16])[C:5]2[O:10][CH:9]([CH3:11])[C:8](=[O:12])[NH:7][C:6]=2[CH:13]=1 |f:3.4,8.9|. Procedure: A solution of 4.8 g of 6-chloro-3,4-dihydro-2-methyl-3-oxo-2H-1,4-benzoxazine-8-carboxylic acid in 100 ml of tetrahydrofuran is cooled to below 0° C. and 5 ml of triethylamine is added under stirring thereto. Further, 2.5 g of ethyl chlorocarbonate is added and the mixture is stirred at room temperature for an hour. To the resultant mixture is added 3.0 g of 3-aminoquinuclidine and the mixture stirred for 4 hours. After completion of the reaction, aqueous sodium hydrogen carbonate and ethyl acet... Yield: 86.3%. Run in CCOC(=O)C (EtOAc), C1CCOC1 (THF). The reactants are [Si](C)(C)(C(C)(C)C)OC[C@@H]1CO[C@@H](CN1C(=O)OC(C)(C)C)COC1=C(C=CC=C1[N+](=O)[O-])F ((2S,5S)-tert-butyl 5-{[(tert-butyldimethylsilyl)oxy]methyl}-2-[(2-fluoro-6-nitrophenoxy)methyl]morpholine-4-carboxylate), [F-].C(CCC)[N+](CCCC)(CCCC)CCCC (tetra-n-butyl ammonium fluoride). Reported procedure: To a solution of the product from step 2 (2.4 g, 4.8 mmol) in anhydrous THF (50 mL) under a nitrogen atmosphere was added a solution of tetra-n-butyl ammonium fluoride (1.0 M in THF, 9.6 mL) and the reaction mixture was stirred at ambient temperature for 2 h. The reaction mixture was diluted with EtOAc (200 mL) and washed with saturated solution of ammonium chloride (50 mL), brine (100 mL), dried (Na2SO4) and concentrated under reduced pressure. The residue was purified on a 40 g SiO2 column usi... Yields the product FC1=C(OC[C@@H]2CN([C@@H](CO2)CO)C(=O)OC(C)(C)C)C(=CC=C1)[N+](=O)[O-] ((2S,5R)-tert-butyl 2-[(2-fluoro-6-nitrophenoxy)methyl]-5-(hydroxymethyl)morpholine-4-carboxylate). Run at time 2 hour. Reaction SMILES: [Si]([O:8][CH2:9][C@H:10]1[N:15]([C:16]([O:18][C:19]([CH3:22])([CH3:21])[CH3:20])=[O:17])[CH2:14][C@@H:13]([CH2:23][O:24][C:25]2[C:30]([N+:31]([O-:33])=[O:32])=[CH:29][CH:28]=[CH:27][C:26]=2[F:34])[O:12][CH2:11]1)(C(C)(C)C)(C)C.[F-].C([N+](CCCC)(CCCC)CCCC)CCC>C1COCC1.CCOC(C)=O>[F:34][C:26]1[CH:27]=[CH:28][CH:29]=[C:30]([N+:31]([O-:33])=[O:32])[C:25]=1[O:24][CH2:23][C@H:13]1[O:12][CH2:11][C@@H:10]([CH2:9][OH:8])[N:15]([C:16]([O:18][C:19]([CH3:22])([CH3:20])[CH3:21])=[O:17])[CH2:14]1 |f:1.2|.